From a dataset of the Open Reaction Database (ORD), a public repository of structured organic reaction records. describe an organic reaction: reactants, conditions, products, and yield The reactants are O=C([O-])[O-], CC(C)(C)OC(=O)N1CCC(c2ccc(OCCCOCc3ccccc3)cc2)C(OCc2ccc3ccc(O)cc3c2)C1, CN(C)C=O, ClCCN1CCOCC1, Cl, [K+], [K+]. The product is CC(C)(C)OC(=O)N1CCC(c2ccc(OCCCOCc3ccccc3)cc2)C(OCc2ccc3ccc(OCCN4CCOCC4)cc3c2)C1. As a reaction SMILES: [C:55](=[O:56])([O-:57])[O-:58].[CH2:1]([c:2]1[cH:3][cH:4][cH:5][cH:6][cH:7]1)[O:8][CH2:9][CH2:10][CH2:11][O:12][c:13]1[cH:14][cH:15][c:16]([CH:19]2[CH:20]([O:32][CH2:33][c:34]3[cH:35][c:36]4[cH:37][c:38]([OH:44])[cH:39][cH:40][c:41]4[cH:42][cH:43]3)[CH2:21][N:22]([C:25](=[O:26])[O:27][C:28]([CH3:29])([CH3:30])[CH3:31])[CH2:23][CH2:24]2)[cH:17][cH:18]1.[CH3:61][N:62]([CH3:63])[CH:64]=[O:65].[Cl:46][CH2:47][CH2:48][N:49]1[CH2:50][CH2:51][O:52][CH2:53][CH2:54]1.[ClH:45].[K+:59].[K+:60]>>[CH2:1]([c:2]1[cH:3][cH:4][cH:5][cH:6][cH:7]1)[O:8][CH2:9][CH2:10][CH2:11][O:12][c:13]1[cH:14][cH:15][c:16]([CH:19]2[CH:20]([O:32][CH2:33][c:34]3[cH:35][c:36]4[cH:37][c:38]([O:44][CH2:47][CH2:48][N:49]5[CH2:50][CH2:51][O:52][CH2:53][CH2:54]5)[cH:39][cH:40][c:41]4[cH:42][cH:43]3)[CH2:21][N:22]([C:25](=[O:26])[O:27][C:28]([CH3:29])([CH3:30])[CH3:31])[CH2:23][CH2:24]2)[cH:17][cH:18]1. The reactants are CCCCl, Cl, NC(=O)c1cc(-c2cccs2)cc2c(C3CCNCC3)n[nH]c12, CN(C)C=O, O=S(=O)(Cl)Cl. Yields the product NC(=O)c1cc(-c2cccs2)cc2c(C3CCN(S(=O)(=O)CCCCl)CC3)n[nH]c12. As a reaction SMILES: [Cl:30][CH2:31][CH2:32][CH3:33].[ClH:1].[NH:2]1[CH2:3][CH2:4][CH:5]([c:8]2[n:9][nH:10][c:11]3[c:12]([C:22](=[O:23])[NH2:24])[cH:13][c:14](-[c:17]4[s:18][cH:19][cH:20][cH:21]4)[cH:15][c:16]23)[CH2:6][CH2:7]1.[O:34]=[CH:35][N:36]([CH3:37])[CH3:38].[S:25](=[O:26])(=[O:27])([Cl:28])[Cl:29]>>[N:2]1([S:25](=[O:26])(=[O:27])[CH2:33][CH2:32][CH2:31][Cl:30])[CH2:3][CH2:4][CH:5]([c:8]2[n:9][nH:10][c:11]3[c:12]([C:22](=[O:23])[NH2:24])[cH:13][c:14](-[c:17]4[s:18][cH:19][cH:20][cH:21]4)[cH:15][c:16]23)[CH2:6][CH2:7]1.